The task is: describe an organic reaction: reactants, conditions, products, and yield. This data is from the Open Reaction Database (ORD), a public repository of structured organic reaction records. The product is N[C@@H]1[C@@H](CCCC1)NC=1N=NC(=C(N1)NC1=C2C(=NC=C1)N(C=C2)C)C(=O)N (3-(((1R,2S)-2-aminocyclohexyl)amino)-5-((1-methyl-1H-pyrrolo[2,3-b]pyridin-4-yl)amino)-1,2,4-triazine-6-carboxamide). Procedure: The title compound was prepared in the same procedure as described in Example 3-(((1R,2S)-2-aminocyclohexyl)amino)-5-(pyridin-3-ylamino)-1,2,4-triazine-6-carboxamide. Here, 4-chloro-1-methyl-1H-pyrrolo[2,3-b]pyridine was utilized as the coupling partner instead of 3-bromopyridine. MS found for C18H23N9O as (M+H)+ 382.4. UV: λ=213, 263 nm. Proton NMR: (CD3OD) δ 8.78 (1H, br), 8.28 (1H, br) 7.46 (1H, d, J=3.6 Hz), 6.76 (1H, m), 4.82 (1H, m), 3.93 (3H, s), 3.73 (1H, br), 2.01-1.60 (8H, m) ppm. As a reaction SMILES: [NH2:1][C@H:2]1[CH2:7][CH2:6][CH2:5][CH2:4][C@H:3]1[NH:8][C:9]1[N:10]=[N:11][C:12]([C:22]([NH2:24])=[O:23])=[C:13]([NH:15]C2C=NC=CC=2)[N:14]=1.Cl[C:26]1[CH:31]=[CH:30][N:29]=[C:28]2[N:32]([CH3:35])[CH:33]=[CH:34][C:27]=12.BrC1C=NC=CC=1>>[NH2:1][C@H:2]1[CH2:7][CH2:6][CH2:5][CH2:4][C@H:3]1[NH:8][C:9]1[N:10]=[N:11][C:12]([C:22]([NH2:24])=[O:23])=[C:13]([NH:15][C:26]2[CH:31]=[CH:30][N:29]=[C:28]3[N:32]([CH3:35])[CH:33]=[CH:34][C:27]=23)[N:14]=1. Reactants: N[C@@H]1[C@@H](CCCC1)NC=1N=NC(=C(N1)NC=1C=NC=CC1)C(=O)N (3-(((1R,2S)-2-aminocyclohexyl)amino)-5-(pyridin-3-ylamino)-1,2,4-triazine-6-carboxamide), ClC1=C2C(=NC=C1)N(C=C2)C (4-chloro-1-methyl-1H-pyrrolo[2,3-b]pyridine), BrC=1C=NC=CC1 (3-bromopyridine).